Dataset: the Open Reaction Database (ORD), a public repository of structured organic reaction records. Task: describe an organic reaction: reactants, conditions, products, and yield The reactants are CC(=O)O, CCOC(=O)Nc1cc2nc(O)c(O)nc2cc1Cl, O=[N+]([O-])O. Product: CCOC(=O)Nc1c(Cl)cc2nc(O)c(O)nc2c1[N+](=O)[O-]. RXN SMILES: [CH3:24][C:25](=[O:26])[OH:27].[Cl:5][c:6]1[cH:7][c:8]2[n:9][c:10]([OH:23])[c:11]([OH:22])[n:12][c:13]2[cH:14][c:15]1[NH:16][C:17](=[O:18])[O:19][CH2:20][CH3:21].[OH:1][N+:2]([O-:3])=[O:4]>>[O-:1][N+:2](=[O:4])[c:14]1[c:13]2[c:8]([cH:7][c:6]([Cl:5])[c:15]1[NH:16][C:17](=[O:18])[O:19][CH2:20][CH3:21])[n:9][c:10]([OH:23])[c:11]([OH:22])[n:12]2. Starting materials: C(C1=CC=CC=C1)N1CCC(=CC1)C(CC1=C(SC=C1)F)=O (1-benzyl-4-[2-(2-fluoro-3-thienyl)acetyl]-1,2,3,6-tetrahydropyridine). Reagents/catalysts: [OH-].[Pd+2].[OH-].[C] (palladium hydroxide carbon). Run in C(C)O (ethanol). Run at time 1 hour. The product is C(C1=CC=CC=C1)N1CCC(CC1)C(CC1=C(SC=C1)F)=O (1-(1-Benzylpiperidin-4-yl)-2-(2-fluoro-3-thienyl)ethanone). Yield: 81.3%. As a reaction SMILES: [CH2:1]([N:8]1[CH2:13][CH:12]=[C:11]([C:14](=[O:22])[CH2:15][C:16]2[CH:20]=[CH:19][S:18][C:17]=2[F:21])[CH2:10][CH2:9]1)[C:2]1[CH:7]=[CH:6][CH:5]=[CH:4][CH:3]=1>C(O)C.[OH-].[Pd+2].[OH-].[C]>[CH2:1]([N:8]1[CH2:13][CH2:12][CH:11]([C:14](=[O:22])[CH2:15][C:16]2[CH:20]=[CH:19][S:18][C:17]=2[F:21])[CH2:10][CH2:9]1)[C:2]1[CH:7]=[CH:6][CH:5]=[CH:4][CH:3]=1 |f:2.3.4.5|. Procedure details: After dissolving 292 mg of 1-benzyl-4-[2-(2-fluoro-3-thienyl)acetyl]-1,2,3,6-tetrahydropyridine in 10 ml of ethanol, 0.1 g of 20% palladium hydroxide-carbon (hydrous) was added and the mixture was stirred for 1 hour at room temperature under a hydrogen atmosphere (1 atm). The reaction mixture was filtered and the filtrate was distilled off under reduced pressure. The residue was purified by silica gel column chromatography (solvent: n-hexane/ethyl acetate) to obtain the title compound (239 mg, 8... Reactants: CC=1N(C=CN1)C1=CC=C(COC2=CC=C(C(=O)OCC)C=C2)C=C1 (ethyl 4-{[4-(2-methyl-1H-imidazol-1-yl)benzyl]oxy}benzoate), O.[OH-].[Li+] (lithium hydroxide monohydrate), Cl (hydrochloric acid), O.[OH-].[Li+] (Lithium hydroxide monohydrate). The solvent is C1CCOC1.CO.O (THF MeOH Water), O (water). The product is CC=1N(C=CN1)C1=CC=C(COC2=CC=C(C(=O)O)C=C2)C=C1 (4-{[4-(2-Methyl-1H-imidazol-1-yl)benzyl]oxy}benzoic acid). As a reaction SMILES: [CH3:1][C:2]1[N:3]([C:7]2[CH:25]=[CH:24][C:10]([CH2:11][O:12][C:13]3[CH:23]=[CH:22][C:16]([C:17]([O:19]CC)=[O:18])=[CH:15][CH:14]=3)=[CH:9][CH:8]=2)[CH:4]=[CH:5][N:6]=1.O.[OH-].[Li+].Cl>C1COCC1.CO.O.O>[CH3:1][C:2]1[N:3]([C:7]2[CH:25]=[CH:24][C:10]([CH2:11][O:12][C:13]3[CH:23]=[CH:22][C:16]([C:17]([OH:19])=[O:18])=[CH:15][CH:14]=3)=[CH:9][CH:8]=2)[CH:4]=[CH:5][N:6]=1 |f:1.2.3,5.6.7|. Reported procedure: To a solution of ethyl 4-{[4-(2-methyl-1H-imidazol-1-yl)benzyl]oxy}benzoate (Preparation 30, 507 mg, 1.9 mmol) in THF/MeOH/Water (3:3:1, 7 mL) was added lithium hydroxide monohydrate (198 mg, 4.9 mmol) the resulting reaction mixture was heated under reflux for 72 hours. Lithium hydroxide monohydrate (100 mg, 2.5 mmol) was added and the reaction mixture heated at reflux for further 3 hours. The solvent was reduced in vacuo and the residue diluted with water. The resulting aqueous mixture was acid... Starting materials: C(C)(=O)SCC(C(=O)N1[C@H](C(=O)O)CCC1)C(F)(F)F (1-(3-acetylthio-2-trifluoromethylpropanoyl)-L-proline), [OH-].[Na+] (sodium hydroxide). Run in O (water). Product: [Na+].C(C)(=O)SCC(C(=O)N1[C@H](C(=O)[O-])CCC1)C(F)(F)F (1-(3-acetylthio-2-trifluoromethylpropanoyl)-L-proline sodium salt). RXN SMILES: [C:1]([S:4][CH2:5][CH:6]([C:17]([F:20])([F:19])[F:18])[C:7]([N:9]1[CH2:16][CH2:15][CH2:14][C@H:10]1[C:11]([OH:13])=[O:12])=[O:8])(=[O:3])[CH3:2].[OH-].[Na+:22]>O>[Na+:22].[C:1]([S:4][CH2:5][CH:6]([C:17]([F:18])([F:19])[F:20])[C:7]([N:9]1[CH2:16][CH2:15][CH2:14][C@H:10]1[C:11]([O-:13])=[O:12])=[O:8])(=[O:3])[CH3:2] |f:1.2,4.5|. Procedure details: A suspension of 1-(3-acetylthio-2-trifluoromethylpropanoyl)-L-proline (1 g.) in water (10 ml.) is adjusted to pH 8 by addition of normal sodium hydroxide. The resulting solution is freeze dried to yield 1-(3-acetylthio-2-trifluoromethylpropanoyl)-L-proline sodium salt. Starting materials: CC(=O)Nc1ccc(C2C(=O)c3ccccc3C2=O)cc1, CCOC(=O)CCl, CCO, [I-], [Na+], [Na], O. The product is CCOC(=O)CC1(c2ccc(NC(C)=O)cc2)C(=O)c2ccccc2C1=O. RXN SMILES: [C:2]([CH3:3])(=[O:4])[NH:5][c:6]1[cH:7][cH:8][c:9]([CH:12]2[C:13](=[O:22])[c:14]3[cH:15][cH:16][cH:17][cH:18][c:19]3[C:20]2=[O:21])[cH:10][cH:11]1.[CH2:25]([CH3:26])[O:27][C:28]([CH2:29][Cl:30])=[O:31].[CH3:32][CH2:33][OH:34].[I-:24].[Na+:23].[Na:1].[OH2:35]>>[C:2]([CH3:3])(=[O:4])[NH:5][c:6]1[cH:7][cH:8][c:9]([C:12]2([CH2:29][C:28]([O:27][CH2:25][CH3:26])=[O:31])[C:13](=[O:22])[c:14]3[cH:15][cH:16][cH:17][cH:18][c:19]3[C:20]2=[O:21])[cH:10][cH:11]1. The reactants are [H-], CCCI, [Na+], CN(C)C=O, O, CC(=O)c1cc2c(cc1O)OCCC2. Yields the product CCCOc1cc2c(cc1C(C)=O)CCCO2. As a reaction SMILES: [H-:15].[I:17][CH2:18][CH2:19][CH3:20].[Na+:16].[O:22]=[CH:23][N:24]([CH3:25])[CH3:26].[OH2:21].[OH:1][c:2]1[c:3]([C:12]([CH3:13])=[O:14])[cH:4][c:5]2[c:10]([cH:11]1)[O:9][CH2:8][CH2:7][CH2:6]2>>[O:1]([c:2]1[c:3]([C:12]([CH3:13])=[O:14])[cH:4][c:5]2[c:10]([cH:11]1)[O:9][CH2:8][CH2:7][CH2:6]2)[CH2:18][CH2:19][CH3:20]. Reactants: S(=S)(=O)([O-])[O-].[Na+].[Na+] (sodium thiosulfate), II (iodine), C(C)(C)(C)OC(=O)N1C=C(C2=CC=CC=C12)C[C@H]1NC(C[C@H](OC(C[C@@H]([C@H](NC([C@H](NC1=O)CSC(C1=CC=CC=C1)(C1=CC=CC=C1)C1=CC=CC=C1)=O)C(C)C)O)=O)\C=C\CCSC(C1=CC=CC=C1)(C1=CC=CC=C1)C1=CC=CC=C1)=O (3-[(2S,6R,9S,12R,13S)-13-hydroxy-12-isopropyl-4,7,10,15-tetraoxo-2-((E)-4-tritylsulfanyl-but-1-enyl)-9-tritylsulfanylmethyl-1-oxa-5,8,11-triaza-cyclopentadec-6-ylmethyl]-indole-1-carboxylic acid tert-butyl ester). The solvent is C(Cl)Cl.CO (CH2Cl2 MeOH), C(Cl)Cl.CO (CH2Cl2 MeOH). Yields the product C(C)(C)(C)OC(=O)N1C=C(C2=CC=CC=C12)C[C@H]1NC(C[C@@H]/2OC(C[C@@H]([C@H](NC([C@@H](CSSCC\C=C2)NC1=O)=O)C(C)C)O)=O)=O (3-((E)-(1S,5S,6R,9 S,20R)-5-Hydroxy-6-isopropyl-3,8,18,21-tetraoxo-2-oxa-11,12-dithia-7,19,22-triaza-bicyclo[7.7.6]docos-15-en-20-ylmethyl)-indole-1-carboxylic acid tert-butyl ester). Isolated yield 463.4%. As a reaction SMILES: II.[C:3]([O:7][C:8]([N:10]1[C:18]2[C:13](=[CH:14][CH:15]=[CH:16][CH:17]=2)[C:12]([CH2:19][C@@H:20]2[C:34](=[O:35])[NH:33][C@H:32]([CH2:36][S:37]C(C3C=CC=CC=3)(C3C=CC=CC=3)C3C=CC=CC=3)[C:31](=[O:57])[NH:30][C@H:29]([CH:58]([CH3:60])[CH3:59])[C@@H:28]([OH:61])[CH2:27][C:26](=[O:62])[O:25][C@H:24](/[CH:63]=[CH:64]/[CH2:65][CH2:66][S:67]C(C3C=CC=CC=3)(C3C=CC=CC=3)C3C=CC=CC=3)[CH2:23][C:22](=[O:87])[NH:21]2)=[CH:11]1)=[O:9])([CH3:6])([CH3:5])[CH3:4].S([O-])([O-])(=O)=S.[Na+].[Na+]>C(Cl)Cl.CO>[C:3]([O:7][C:8]([N:10]1[C:18]2[C:13](=[CH:14][CH:15]=[CH:16][CH:17]=2)[C:12]([CH2:19][C@@H:20]2[C:34](=[O:35])[NH:33][C@@H:32]3[CH2:36][S:37][S:67][CH2:66][CH2:65][CH:64]=[CH:63][C@@H:24]([O:25][C:26](=[O:62])[CH2:27][C@H:28]([OH:61])[C@@H:29]([CH:58]([CH3:60])[CH3:59])[NH:30][C:31]3=[O:57])[CH2:23][C:22](=[O:87])[NH:21]2)=[CH:11]1)=[O:9])([CH3:6])([CH3:5])[CH3:4] |f:2.3.4,5.6|. Procedure: To a solution of iodine (107.2 mg, 0.42 mmol) in CH2Cl2/MeOH (9:1, 143 mL) was added dropwise a solution of 6B (48.4 mg, 0.0041 mmol) in CH2Cl2/MeOH (9:1) (70 mL) over 30 min, the reaction mixture was then allowed to stir for a further 30 min after which time sodium thiosulfate (26 mL, 0.05 M) was added. The organic phase was separated and the aqueous phase extracted with CH2Cl2 (3×20 mL). The combined organic phase was dried (MgSO4), filtered and concentrated in vacuo. Purification by column ch... Yields the product CC(=O)Nc1cccc([N+](=O)[O-])c1C. RXN SMILES: [CH2:19]1[O:20][CH2:21][CH2:22][CH2:23]1.[CH3:12][C:13](=[O:14])[O:15][C:16](=[O:17])[CH3:18].[CH3:1][c:2]1[c:3]([NH2:4])[cH:5][cH:6][cH:7][c:8]1[N+:9](=[O:10])[O-:11]>>[CH3:1][c:2]1[c:3]([NH:4][C:13]([CH3:12])=[O:14])[cH:5][cH:6][cH:7][c:8]1[N+:9](=[O:10])[O-:11]. Reactants: C1CCOC1, CC(=O)OC(C)=O, Cc1c(N)cccc1[N+](=O)[O-]. Starting materials: CC(=O)O, CO, CCCCCON=O, Nc1ccccc1S(=O)(=O)O, [Na+], [OH-]. The product is C=Cc1ccccc1S(=O)(=O)O. Reaction SMILES: [CH3:12][C:13](=[O:14])[OH:15].[CH3:26][OH:27].[N:16]([O:17][CH2:18][CH2:19][CH2:20][CH2:21][CH3:22])=[O:23].[NH2:1][c:2]1[c:3]([S:8](=[O:9])(=[O:10])[OH:11])[cH:4][cH:5][cH:6][cH:7]1.[Na+:25].[OH-:24]>>[c:2]1([CH:13]=[CH2:12])[c:3]([S:8](=[O:9])(=[O:10])[OH:11])[cH:4][cH:5][cH:6][cH:7]1.